This data is from the Open Reaction Database (ORD), a public repository of structured organic reaction records. The task is: describe an organic reaction: reactants, conditions, products, and yield Starting materials: [O-]CC.[Na+] (sodium ethoxide), Cl.NO (hydroxylamine hydrochloride), C(C)O (ethanol), S1C(=CC=C1)C#N (Thiophene-2-carbonitrile). Run in C1CCCCC1.CCCCC (cyclohexane pentane). Yields the product ONC(=N)C=1SC=CC1 (N-hydroxythiophene-2-carboxamidine). As a reaction SMILES: [O-]CC.[Na+].Cl.[NH2:6][OH:7].C(O)C.[S:11]1[CH:15]=[CH:14][CH:13]=[C:12]1[C:16]#[N:17]>C1CCCCC1.CCCCC>[OH:7][NH:6][C:16]([C:12]1[S:11][CH:15]=[CH:14][CH:13]=1)=[NH:17] |f:0.1,2.3,6.7|. Procedure: A solution of sodium ethoxide (21% by weight in ethanol, 64.9 ml, 0.174 mol, 1.1 eq.), hydroxylamine hydrochloride (12.1 g, 0.174 mol, 1.1 eq.) and ethanol (100 ml) was refluxed for 30 minutes. Thiophene-2-carbonitrile (18.8 g; 0.172 mol; 1 eq.) was then added and the solution was refluxed continuously for 18 hours. The reaction was monitored by thin layer chromatography (TLC) (50/50 cyclohexane/pentane). The solution was evaporated under reduced pressure and the residue obtained triturated in w...